From a dataset of the Open Reaction Database (ORD), a public repository of structured organic reaction records. describe an organic reaction: reactants, conditions, products, and yield Starting materials: mixture, C([O-])(O)=O.[Na+] (sodium bicarbonate), mesylate salt, CS(=O)(=O)OC1CNC1 (3-methanesulfonyloxyazetidine), CC(C)CCC[C@@H](C)[C@H]1CC[C@H]2[C@@H]3CC[C@H]4CC(CC[C@]4(C)[C@H]3CC[C@]12C)=O (5α-cholestan-3-one), C(#N)[BH3-].[Na+] (sodium cyanoborohydride), α- and β-mesylates. The solvent is O (water), CO (methanol), C(C)(=O)OCC (ethyl acetate). Run at time 30 minute. Yields the product CS(=O)(=O)OC1CN(C1)[C@@H]1C[C@@H]2CC[C@H]3[C@@H]4CC[C@H]([C@@H](CCCC(C)C)C)[C@]4(CC[C@@H]3[C@]2(CC1)C)C (3β-(3-Methanesulfonyloxy-1-Azetidinyl)-5α-Cholestane). Reaction SMILES: [CH3:1][S:2]([O:5][CH:6]1[CH2:9][NH:8][CH2:7]1)(=[O:4])=[O:3].[CH3:10][CH:11]([CH2:13][CH2:14][CH2:15][C@H:16]([C@@H:18]1[C@:35]2([CH3:36])[C@H:21]([C@H:22]3[C@H:32]([CH2:33][CH2:34]2)[C@:30]2([CH3:31])[C@H:25]([CH2:26][C:27](=O)[CH2:28][CH2:29]2)[CH2:24][CH2:23]3)[CH2:20][CH2:19]1)[CH3:17])[CH3:12].C([BH3-])#N.[Na+].C(=O)(O)[O-].[Na+]>CO.C(OCC)(=O)C.O>[CH3:1][S:2]([O:5][CH:6]1[CH2:9][N:8]([C@H:27]2[CH2:28][CH2:29][C@@:30]3([CH3:31])[C@@H:25]([CH2:24][CH2:23][C@@H:22]4[C@@H:32]3[CH2:33][CH2:34][C@@:35]3([CH3:36])[C@H:21]4[CH2:20][CH2:19][C@@H:18]3[C@H:16]([CH3:17])[CH2:15][CH2:14][CH2:13][CH:11]([CH3:10])[CH3:12])[CH2:26]2)[CH2:7]1)(=[O:4])=[O:3] |f:2.3,4.5|. Procedure: To a stirred suspension of 3.50 g of the mesylate salt of 3-methanesulfonyloxyazetidine (m.p. 111.5°-113° C. dec.) and 5.46 g of 5α-cholestan-3-one in 100 ml of anhydrous methanol maintained at room temperature under a nitrogen atmosphere add 1.74 g sodium cyanoborohydride portionwise over a 20 minute period. Stir for 30 minutes at room temperature, pour into 600 ml water, add to the mixture 100 ml 1.1 M aqueous sodium bicarbonate and extract three times with ethyl ether. Combine the ether extra... The reactants are ClC1=CC=C2C(=N1)N(C(N2CC2CC2)=O)C (5-chloro-1-(cyclopropylmethyl)-3-methyl-1,3-dihydro-2H-imidazo[4,5-b]pyridin-2-one), C(#N)C1=C(C=CC=C1)B1OC(C)(C)C(C)(C)O1 (2-cyanophenylboronic acid pinacol ester), C([O-])([O-])=O.[Cs+].[Cs+] (cesium carbonate). The reagents and catalysts are CC(C)([P](C(C)(C)C)([Pd][P](C(C)(C)C)(C(C)(C)C)C(C)(C)C)C(C)(C)C)C (bis(tri-t-butylphosphine)palladium(0)). Conditions: temperature 90 celsius. Yields the product C1(CC1)CN1C(N(C2=NC(=CC=C21)C2=C(C#N)C=CC=C2)C)=O (2-[1-(cyclopropylmethyl)-3-methyl-2-oxo-2,3-dihydro-1H-imidazo[4,5-b]pyridin-5-yl]benzonitrile). RXN SMILES: Cl[C:2]1[N:7]=[C:6]2[N:8]([CH3:16])[C:9](=[O:15])[N:10]([CH2:11][CH:12]3[CH2:14][CH2:13]3)[C:5]2=[CH:4][CH:3]=1.[C:17]([C:19]1[CH:24]=[CH:23][CH:22]=[CH:21][C:20]=1B1OC(C)(C)C(C)(C)O1)#[N:18].C(=O)([O-])[O-].[Cs+].[Cs+]>CC(C)([P](C(C)(C)C)([Pd][P](C(C)(C)C)(C(C)(C)C)C(C)(C)C)C(C)(C)C)C>[CH:12]1([CH2:11][N:10]2[C:5]3[C:6](=[N:7][C:2]([C:20]4[CH:21]=[CH:22][CH:23]=[CH:24][C:19]=4[C:17]#[N:18])=[CH:3][CH:4]=3)[N:8]([CH3:16])[C:9]2=[O:15])[CH2:14][CH2:13]1 |f:2.3.4,^1:42,48|. Procedure: 5-chloro-1-(cyclopropylmethyl)-3-methyl-1,3-dihydro-2H-imidazo[4,5-b]pyridin-2-one (1-4) (35 mg, 0.138 mmol), 2-cyanophenylboronic acid pinacol ester (79 mg, 0.345 mmol), cesium carbonate (135 mg, 0.414 mmol), and bis(tri-t-butylphosphine)palladium(0) (7 mg, 0.014 mmol) were added to a microwave vial, and purged with nitrogen. Dioxane (1.1 ml) and water (0.3 ml) were added and the suspension was heated at 90° C. overnight. The reaction was cooled to room temperature, diluted with methanol, and p... Reported procedure: 18 g (63 mM) of the ester obtained in Example 9(a) are treated with benzyl bromide under the conditions described in Example 5(a) to lead, after the same treatment, to 17.5 g (74%) of methyl 3-benzyloxy-4-(1-adamantyl)benzoate. The derivative obtained is then saponified under the conditions described in Example 7(b) to lead, after the same treatment, to 13.6 g (96.6%) of the expected derivative, of melting point 240° C. Reaction SMILES: C(Br)C1C=CC=CC=1.[CH2:9]([O:16][C:17]1[CH:18]=[C:19]([CH:24]=[CH:25][C:26]=1[C:27]12[CH2:36][CH:31]3[CH2:32][CH:33]([CH2:35][CH:29]([CH2:30]3)[CH2:28]1)[CH2:34]2)[C:20]([O:22]C)=[O:21])[C:10]1[CH:15]=[CH:14][CH:13]=[CH:12][CH:11]=1>>[CH2:9]([O:16][C:17]1[CH:18]=[C:19]([CH:24]=[CH:25][C:26]=1[C:27]12[CH2:36][CH:31]3[CH2:32][CH:33]([CH2:35][CH:29]([CH2:30]3)[CH2:28]1)[CH2:34]2)[C:20]([OH:22])=[O:21])[C:10]1[CH:15]=[CH:14][CH:13]=[CH:12][CH:11]=1. Product: C(C1=CC=CC=C1)OC=1C=C(C(=O)O)C=CC1C12CC3CC(CC(C1)C3)C2 (3-Benzyloxy-4-(1-adamantyl)benzoic acid). The reactants are ester, C(C1=CC=CC=C1)Br (benzyl bromide), C(C1=CC=CC=C1)OC=1C=C(C(=O)OC)C=CC1C12CC3CC(CC(C1)C3)C2 (methyl 3-benzyloxy-4-(1-adamantyl)benzoate). Reactants: CC(C)(C)OC(=O)N1CCCC1C=C(Br)Br, C1CCOC1, [Li]CCCC. Product: C#CC1CCCN1C(=O)OC(C)(C)C. As a reaction SMILES: [C:1]([CH3:2])([CH3:3])([CH3:4])[O:5][C:6](=[O:7])[N:8]1[CH:9]([CH:13]=[C:14]([Br:15])[Br:16])[CH2:10][CH2:11][CH2:12]1.[CH2:22]1[O:23][CH2:24][CH2:25][CH2:26]1.[CH3:17][CH2:18][CH2:19][CH2:20][Li:21]>>[C:1]([CH3:2])([CH3:3])([CH3:4])[O:5][C:6](=[O:7])[N:8]1[CH:9]([C:13]#[CH:14])[CH2:10][CH2:11][CH2:12]1. Reactants: CC(C(=O)OCC)C(C=CC)(C)C (ethyl 2,3,3-trimethyl-4-hexenoate), BrN1C(CCC1=O)=O (N-bromosuccinimide). Reagents/catalysts: C(C1=CC=CC=C1)(=O)OOC(C1=CC=CC=C1)=O (benzoyl peroxide). Solvent: C(Cl)(Cl)(Cl)Cl (carbon tetrachloride). Product: BrCC=CC(C(C(=O)OCC)C)(C)C (ethyl 6-bromo-2,3,3-trimethyl-4-hexenoate). The yield is 86.6%. RXN SMILES: [CH3:1][CH:2]([C:8]([CH3:13])([CH3:12])[CH:9]=[CH:10][CH3:11])[C:3]([O:5][CH2:6][CH3:7])=[O:4].[Br:14]N1C(=O)CCC1=O>C(OOC(=O)C1C=CC=CC=1)(=O)C1C=CC=CC=1.C(Cl)(Cl)(Cl)Cl>[Br:14][CH2:11][CH:10]=[CH:9][C:8]([CH3:13])([CH3:12])[CH:2]([CH3:1])[C:3]([O:5][CH2:6][CH3:7])=[O:4]. Reported procedure: A mixture of 920 mg (5 mmoles) of ethyl 2,3,3-trimethyl-4-hexenoate, 10 ml of carbon tetrachloride, 107 mg (6 mmoles) of N-bromosuccinimide, and 50 mg of benzoyl peroxide was heated under reflux for about two hours. The insoluble succinimide was removed by filtration. The filtrate was washed successively with saturated aqueous sodium bicarbonate solution and water, then dried over magnesium sulfate. The dried solution was distilled to give 1.14 g (86% yield) of ethyl 6-bromo-2,3,3-trimethyl-4-he... Reactants: FC(C=1C=C2NC(C3N(C2=CC1)CCNC3)=O)(F)F (2,3,4,4a-tetrahydro-8-trifluoromethyl-1H-pyrazino[1,2-a]quinoxalin-5(6H)-one), Cl (hydrogen chloride), C(=C)C1=NC=CC=C1 (2-vinylpyridine), CO (methanol). The solvent is C(C)O (ethanol), C(C)(=O)O (acetic acid). Yields the product N1=C(C=CC=C1)CCN1CC2N(C3=CC=C(C=C3NC2=O)C(F)(F)F)CC1 (2,3,4,4a-Tetrahydro-3-[2-(2-Pyridinyl)Ethyl]-8-Trifluoromethyl-1H-Pyrazino[1,2-a]Quinoxalin-5(6H)-One). Yield: 71.0%. As a reaction SMILES: [F:1][C:2]([F:19])([F:18])[C:3]1[CH:4]=[C:5]2[C:10](=[CH:11][CH:12]=1)[N:9]1[CH2:13][CH2:14][NH:15][CH2:16][CH:8]1[C:7](=[O:17])[NH:6]2.[CH:20]([C:22]1[CH:27]=[CH:26][CH:25]=[CH:24][N:23]=1)=[CH2:21].CO.Cl>C(O)C.C(O)(=O)C>[N:23]1[CH:24]=[CH:25][CH:26]=[CH:27][C:22]=1[CH2:20][CH2:21][N:15]1[CH2:14][CH2:13][N:9]2[C:10]3[C:5]([NH:6][C:7](=[O:17])[CH:8]2[CH2:16]1)=[CH:4][C:3]([C:2]([F:18])([F:1])[F:19])=[CH:12][CH:11]=3. Procedure details: A solution of 8.5 g. (0.03 mole) of 2,3,4,4a-tetrahydro-8-trifluoromethyl-1H-pyrazino[1,2-a]quinoxalin-5(6H)-one and 17.5 g. (0.16 mole) of 2-vinylpyridine in 250 ml. of methanol containing 7 ml. acetic acid was heated under reflux for 20 hours. The reaction mixture was cooled, and the solvent was removed under reduced pressure. The residue was precipitated with 1 l. of water. The product was filtered and recrystallized from methanol-water to yield 10.1 g. of free base. 4.5 G. of this free base ... Starting materials: Cc1ccccc1, ClCCl, CS(=O)(=O)c1ccc(CO)cc1C#N, BrP(Br)Br. Yields the product CS(=O)(=O)c1ccc(CBr)cc1C#N. As a reaction SMILES: [CH3:19][c:20]1[cH:21][cH:22][cH:23][cH:24][cH:25]1.[Cl:26][CH2:27][Cl:28].[OH:1][CH2:2][c:3]1[cH:4][cH:5][c:6]([S:11](=[O:12])(=[O:13])[CH3:14])[c:7]([C:8]#[N:9])[cH:10]1.[P:15]([Br:16])([Br:17])[Br:18]>>[CH2:2]([c:3]1[cH:4][cH:5][c:6]([S:11](=[O:12])(=[O:13])[CH3:14])[c:7]([C:8]#[N:9])[cH:10]1)[Br:16].